The task is: describe an organic reaction: reactants, conditions, products, and yield. This data is from the Open Reaction Database (ORD), a public repository of structured organic reaction records. The reactants are C(C)C1=NN2C(C3=C(C=C2)OCC3)=C1C(=O)OCC (ethyl 2-ethyl-8,9-dihydrofuro[3,2-c]pyrazolo[1,5-a]pyridine-1-carboxylate), [H-].[Al+3].[Li+].[H-].[H-].[H-] (lithium aluminum hydride), O.O.O.O.O.O.O.O.O.O.S(=O)(=O)([O-])[O-].[Na+].[Na+] (Sodium sulfate decahydrate). Run in O1CCCC1 (tetrahydrofuran), O1CCCC1 (tetrahydrofuran). Reaction conditions: time 30 minute. Product: C(C)C1=NN2C(C3=C(C=C2)OCC3)=C1CO ((2-ethyl-8,9-dihydrofuro[3,2-c]pyrazolo[1,5-a]pyridin-1-yl)methanol). Isolated yield 75.1%. As a reaction SMILES: [H-].[Al+3].[Li+].[H-].[H-].[H-].[CH2:7]([C:9]1[C:20]([C:21](OCC)=[O:22])=[C:12]2[C:13]3[CH2:19][CH2:18][O:17][C:14]=3[CH:15]=[CH:16][N:11]2[N:10]=1)[CH3:8].O.O.O.O.O.O.O.O.O.O.S([O-])([O-])(=O)=O.[Na+].[Na+]>O1CCCC1>[CH2:7]([C:9]1[C:20]([CH2:21][OH:22])=[C:12]2[C:13]3[CH2:19][CH2:18][O:17][C:14]=3[CH:15]=[CH:16][N:11]2[N:10]=1)[CH3:8] |f:0.1.2.3.4.5,7.8.9.10.11.12.13.14.15.16.17.18.19|. Procedure: To a suspension of 80% lithium aluminum hydride (548 mg, 11.8 mmol) in tetrahydrofuran (30 mL) was added a solution of ethyl 2-ethyl-8,9-dihydrofuro[3,2-c]pyrazolo[1,5-a]pyridine-1-carboxylate (770 mg, 2.96 mmol) in tetrahydrofuran (30 mL) under ice-cooling, and the mixture was stirred at room temperature for 30 min. Sodium sulfate decahydrate (10 g) was added under ice-cooling, and the insoluble material was filtered off. The filtrate was concentrated under reduced pressure, and the residue was... Starting materials: C(C)OC1=CC(=C(CN2N=C(C3=C2CCC3)C(N)=N)C(=C1)F)F (1-(4-ethoxy-2,6-difluorobenzyl)-1,4,5,6-tetrahydrocyclopenta[c]-pyrazole-3-carboximidamide), N1CCCCC1 (piperidine), CN(C(C(C#N)OC)N(C)C)C (3,3-bis(dimethylamino)-2-methoxypropanenitrile). Reaction conditions: temperature 100 celsius. The product is C(C)OC1=CC(=C(CN2N=C(C3=C2CCC3)C3=NC=C(C(=N3)N)OC)C(=C1)F)F (2-[1-(4-ethoxy-2,6-difluorobenzyl)-1,4,5,6-tetrahydrocyclopenta-[c]pyrazol-3-yl]-5-methoxypyrimidin-4-amine). Reaction SMILES: [CH2:1]([O:3][C:4]1[CH:21]=[C:20]([F:22])[C:7]([CH2:8][N:9]2[C:13]3[CH2:14][CH2:15][CH2:16][C:12]=3[C:11]([C:17](=[NH:19])[NH2:18])=[N:10]2)=[C:6]([F:23])[CH:5]=1)[CH3:2].N1CCCCC1.C[N:31](C)[CH:32](N(C)C)[CH:33]([O:36][CH3:37])[C:34]#N>>[CH2:1]([O:3][C:4]1[CH:5]=[C:6]([F:23])[C:7]([CH2:8][N:9]2[C:13]3[CH2:14][CH2:15][CH2:16][C:12]=3[C:11]([C:17]3[N:18]=[C:32]([NH2:31])[C:33]([O:36][CH3:37])=[CH:34][N:19]=3)=[N:10]2)=[C:20]([F:22])[CH:21]=1)[CH3:2]. Reported procedure: 4.21 g of 1-(4-ethoxy-2,6-difluorobenzyl)-1,4,5,6-tetrahydrocyclopenta[c]-pyrazole-3-carboximidamide 1-2-1 (13.2 mmol, 1.00 eq.) were suspended in 47 mL of dry 3-methyl-1 butanole, 0.26 mL of piperidine (2.63 mmol, 0.20 eq.) and 3.09 g of 3,3-bis(dimethylamino)-2-methoxypropanenitrile 1-3-1 (18.0 mmol, 1.37 eq.) were added under nitrogen atmosphere and stirred over night at 100° C. bath temperature. The reaction mixture was cold with an ice bath the precipitate was filtered of, washed with 3-met... Reactants: CC(=O)OC(C)=O, COc1cc(C=O)c(OC)cc1C, Cl, NO, c1ccncc1. The product is COc1cc(C#N)c(OC)cc1C. Reaction SMILES: [CH3:17][C:18]([O:19][C:20](=[O:21])[CH3:22])=[O:23].[CH3:1][O:2][c:3]1[c:4]([CH:5]=[O:6])[cH:7][c:8]([O:12][CH3:13])[c:9]([CH3:11])[cH:10]1.[ClH:14].[NH2:15][OH:16].[cH:24]1[cH:25][cH:26][n:27][cH:28][cH:29]1>>[CH3:1][O:2][c:3]1[c:4]([C:5]#[N:15])[cH:7][c:8]([O:12][CH3:13])[c:9]([CH3:11])[cH:10]1. The reactants are C1(CC1)COC1=C(C=C(C=C1)C1(OCCO1)C)C=1C2=C(N=CN1)C(=C(N2)C)C(=O)NC2CCN(CC2)C(=O)OC(C)(C)C (tert-Butyl 4-[({4-[2-(cyclopropylmethoxy)-5-(2-methyl-1,3-dioxolan-2-yl)phenyl]-6-methyl-5H-pyrrolo[3,2-d]pyrimidin-7-yl}carbonyl)amino]piperidine-1-carboxylate), Cl (HCl). Solvent: O1CCOCC1 (dioxane), CC(=O)C (acetone). Reaction SMILES: [CH:1]1([CH2:4][O:5][C:6]2[CH:11]=[CH:10][C:9]([C:12]3([CH3:17])OCC[O:13]3)=[CH:8][C:7]=2[C:18]2[C:19]3[NH:26][C:25]([CH3:27])=[C:24]([C:28]([NH:30][CH:31]4[CH2:36][CH2:35][N:34](C(OC(C)(C)C)=O)[CH2:33][CH2:32]4)=[O:29])[C:20]=3[N:21]=[CH:22][N:23]=2)[CH2:3][CH2:2]1.[ClH:44]>CC(C)=O.O1CCOCC1>[ClH:44].[C:12]([C:9]1[CH:10]=[CH:11][C:6]([O:5][CH2:4][CH:1]2[CH2:2][CH2:3]2)=[C:7]([C:18]2[C:19]3[NH:26][C:25]([CH3:27])=[C:24]([C:28]([NH:30][CH:31]4[CH2:36][CH2:35][NH:34][CH2:33][CH2:32]4)=[O:29])[C:20]=3[N:21]=[CH:22][N:23]=2)[CH:8]=1)(=[O:13])[CH3:17] |f:4.5|. Reported procedure: tert-Butyl 4-[({4-[2-(cyclopropylmethoxy)-5-(2-methyl-1,3-dioxolan-2-yl)phenyl]-6-methyl-5H-pyrrolo[3,2-d]pyrimidin-7-yl}carbonyl)amino]piperidine-1-carboxylate from example D.e55 (1.77 g; 2.99 mmol) is dissolved in dry acetone (30 mL). After addition of 4M HCl in dioxane (3 mL) the stirred mixture is gently refluxed until the starting material is consumed according to LC-MS. At ambient temperature the product is precipitated by addition of tert.-butyl methyl ether, isolated by suction filtratio... The product is Cl.C(C)(=O)C=1C=CC(=C(C1)C=1C2=C(N=CN1)C(=C(N2)C)C(=O)NC2CCNCC2)OCC2CC2 (4-[5-Acetyl-2-(cyclopropylmethoxy)phenyl]-6-methyl-N-(piperidin-4-yl)-5H-pyrrolo[3,2-d]pyrimidine-7-carboxamide hydrochloride). Reactants: C=1(C(=CC=CC1)S(=O)(=O)[O-])C(C)C.[Na+] (sodium cumenesulphonate), methylhydroxyethylcellulose, O (water), [Mg] (magnesium), sodium alkylbenzoate. Product: C(CCCCCCCCCC(C)C)O (isotridecanol). Reaction SMILES: [C:1]1([CH:11]([CH3:13])[CH3:12])[C:2](S([O-])(=O)=O)=[CH:3][CH:4]=[CH:5][CH:6]=1.[Na+].[Mg].[OH2:16]>>[CH2:2]([OH:16])[CH2:1][CH2:6][CH2:5][CH2:6][CH2:5][CH2:4][CH2:3][CH2:2][CH2:1][CH:11]([CH3:12])[CH3:13] |f:0.1|. Reported procedure: A process for the preparation of solid active-ingredient concentrates, which comprises preparing a spray solution from sodium cumenesulphonate, methylhydroxyethylcellulose and water which is sprayed onto a mixture of magnesium perphthalate powder and sodium alkylbenzoate powder in a fluidized-bed drier at an air intake temperature of from about 60 to 80° C., and coating the granules formed with a melt of isotridecanol ethoxylate. Reactants: FC1=CC=C(C=C1)C1=NC2=CC=C(C=C2N=C1N(C1CCOCC1)C)C(=O)OC (methyl 2-(4-fluorophenyl)-3-(methyl(tetrahydro-2H-pyran-4-yl)amino)quinoxaline-6-carboxylate), [OH-].[Na+] (sodium hydroxide), Cl (hydrochloric acid). Run in CO (methanol), O (water), O (water). Run at time 8 hour. Product: FC1=CC=C(C=C1)C1=NC2=CC=C(C=C2N=C1N(C1CCOCC1)C)C(=O)O (2-(4-fluorophenyl)-3-(methyl(tetrahydro-2H-pyran-4-yl)amino)quinoxaline-6-carboxylic acid). The yield is 53.9%. Reaction SMILES: [F:1][C:2]1[CH:7]=[CH:6][C:5]([C:8]2[C:17]([N:18]([CH3:25])[CH:19]3[CH2:24][CH2:23][O:22][CH2:21][CH2:20]3)=[N:16][C:15]3[C:10](=[CH:11][CH:12]=[C:13]([C:26]([O:28]C)=[O:27])[CH:14]=3)[N:9]=2)=[CH:4][CH:3]=1.[OH-].[Na+].Cl>CO.O>[F:1][C:2]1[CH:7]=[CH:6][C:5]([C:8]2[C:17]([N:18]([CH3:25])[CH:19]3[CH2:24][CH2:23][O:22][CH2:21][CH2:20]3)=[N:16][C:15]3[C:10](=[CH:11][CH:12]=[C:13]([C:26]([OH:28])=[O:27])[CH:14]=3)[N:9]=2)=[CH:4][CH:3]=1 |f:1.2|. Reported procedure: To a solution of methyl 2-(4-fluorophenyl)-3-(methyl(tetrahydro-2H-pyran-4-yl)amino)quinoxaline-6-carboxylate (100 mg) in methanol (20 mL) was added sodium hydroxide (40 mg, 1.00 mmol) and water (1 mL). After stirring overnight at room temperature, the reaction mixture was concentrated under reduced pressure to afford a residue, which was dissolved in water (10 mL), adjusted the pH value to 6 with hydrochloric acid (3 N) and the product was precipitated to afford 2-(4-fluorophenyl)-3-(methyl(tet... Starting materials: O=C([O-])O, Cc1c(OCC2OCC3(CC3)CO2)ccnc1CSc1nc2ccccc2[nH]1, CO, Cc1ccccc1, [Na+], O=C(OO)c1cccc(Cl)c1. The product is Cc1c(OCC2OCC3(CC3)CO2)ccnc1CS(=O)c1nc2ccccc2[nH]1. As a reaction SMILES: [C:40](=[O:41])([O-:42])[OH:43].[CH2:1]1[CH2:2][C:3]12[CH2:4][O:5][CH:6]([CH2:9][O:10][c:11]1[c:12]([CH3:28])[c:13]([CH2:17][S:18][c:19]3[n:20][c:21]4[c:22]([nH:23]3)[cH:24][cH:25][cH:26][cH:27]4)[n:14][cH:15][cH:16]1)[O:7][CH2:8]2.[CH3:45][OH:46].[CH3:47][c:48]1[cH:49][cH:50][cH:51][cH:52][cH:53]1.[Na+:44].[OH:29][O:30][C:31]([c:32]1[cH:33][c:34]([Cl:35])[cH:36][cH:37][cH:38]1)=[O:39]>>[CH2:1]1[CH2:2][C:3]12[CH2:4][O:5][CH:6]([CH2:9][O:10][c:11]1[c:12]([CH3:28])[c:13]([CH2:17][S:18]([c:19]3[nH:20][c:21]4[c:22]([n:23]3)[cH:24][cH:25][cH:26][cH:27]4)=[O:29])[n:14][cH:15][cH:16]1)[O:7][CH2:8]2.